This data is from the Open Reaction Database (ORD), a public repository of structured organic reaction records. The task is: describe an organic reaction: reactants, conditions, products, and yield The reactants are C(C)(C)(C)OC(=O)N1CCC(CC1)N(CCC(C)C)C1=CC=C(C=C1)OCC1=CC=CC=C1.C(C1=CC=CC=C1)OC1=CC=C(C=C1)N(C1CCNCC1)CCC(C)C ((4-Benzyloxy-phenyl)-(3-methyl-butyl)-piperidin-4yl-amine 4-[(4-Benzyloxy-phenyl)-(3-methyl-butyl)-amino]-piperidine-1-carboxylic acid tert-butyl ester), C(=O)(C(F)(F)F)O (TFA). Solvent: C(Cl)Cl (CH2Cl2). Conditions: time 30 minute. The product is N[C@H](C(=O)N1CCC(CC1)N(CCC(C)C)C1=CC=C(C=C1)OCC1=CC=CC=C1)CC(C)C ((S)-2-Amino-1-{4-[(4-benzyloxy-phenyl)-(3-methyl-butyl)-amino]-piperidin-1-yl}-4-methyl-pentan-1-one). Isolated yield 77.9%. RXN SMILES: C([O:5][C:6]([N:8]1[CH2:13][CH2:12][CH:11]([N:14]([C:20]2[CH:25]=[CH:24][C:23]([O:26][CH2:27][C:28]3[CH:33]=[CH:32][CH:31]=[CH:30][CH:29]=3)=[CH:22][CH:21]=2)[CH2:15][CH2:16][CH:17]([CH3:19])[CH3:18])[CH2:10][CH2:9]1)=O)(C)(C)C.C(OC1C=CC([N:48]([CH2:55][CH2:56][CH:57]([CH3:59])[CH3:58])C2CCNCC2)=CC=1)C1C=CC=CC=1.C(O)(C(F)(F)F)=O>C(Cl)Cl>[NH2:48][C@@H:55]([CH2:56][CH:57]([CH3:59])[CH3:58])[C:6]([N:8]1[CH2:9][CH2:10][CH:11]([N:14]([C:20]2[CH:21]=[CH:22][C:23]([O:26][CH2:27][C:28]3[CH:29]=[CH:30][CH:31]=[CH:32][CH:33]=3)=[CH:24][CH:25]=2)[CH2:15][CH2:16][CH:17]([CH3:19])[CH3:18])[CH2:12][CH2:13]1)=[O:5] |f:0.1|. Procedure: The preparation of (4-Benzyloxy-phenyl)-(3-methyl-butyl)-piperidin-4yl-amine 4-[(4-Benzyloxy-phenyl)-(3-methyl-butyl)-amino]-piperidine-1-carboxylic acid tert-butyl ester (3.27 g, 7.22 mmol) was dissolved in CH2Cl2 (25 mL), treated with TFA (25 mL), and stirred for 30 minutes. The reaction was concentrated, diluted with EtOAc (300 mL), washed twice with saturated sodium bicarbonate solution and brine, dried over Na2SO4, and concentrated to give 2.62 g of the desired product. Yields the product C(C)(C)(C)OC(=O)NC1CCCOCC=CC2CC2(NC(C2CC(CN2C1=O)OC1=NC=CC2=CC(=CC=C12)OC)=O)C(=O)O (14-tert-butoxycarbonylamino-18-(6-methoxy-isoquinolin-1-yloxy)-2,15-dioxo-10-oxa-3,16-diaza-tricyclo[14.3.0.04,6]nonadec-7-ene-4-carboxylic acid). Solvent: C1CCOC1 (THF), CO.C(Cl)(Cl)Cl (methanol chloroform). RXN SMILES: C([O:3][C:4]([C:6]12[CH2:24][CH:23]1[CH:22]=[CH:21][CH2:20][O:19][CH2:18][CH2:17][CH2:16][CH:15]([NH:25][C:26]([O:28][C:29]([CH3:32])([CH3:31])[CH3:30])=[O:27])[C:14](=[O:33])[N:13]1[CH:9]([CH2:10][CH:11]([O:34][C:35]3[C:44]4[C:39](=[CH:40][C:41]([O:45][CH3:46])=[CH:42][CH:43]=4)[CH:38]=[CH:37][N:36]=3)[CH2:12]1)[C:8](=[O:47])[NH:7]2)=[O:5])C.O.CO.[OH-].[Li+]>C1COCC1.CO.C(Cl)(Cl)Cl>[C:29]([O:28][C:26]([NH:25][CH:15]1[C:14](=[O:33])[N:13]2[CH:9]([CH2:10][CH:11]([O:34][C:35]3[C:44]4[C:39](=[CH:40][C:41]([O:45][CH3:46])=[CH:42][CH:43]=4)[CH:38]=[CH:37][N:36]=3)[CH2:12]2)[C:8](=[O:47])[NH:7][C:6]2([C:4]([OH:5])=[O:3])[CH:23]([CH2:24]2)[CH:22]=[CH:21][CH2:20][O:19][CH2:18][CH2:17][CH2:16]1)=[O:27])([CH3:32])([CH3:30])[CH3:31] |f:3.4,6.7|. Conditions: time 6 hour. Reactants: C(C)OC(=O)C12NC(C3CC(CN3C(C(CCCOCC=CC2C1)NC(=O)OC(C)(C)C)=O)OC1=NC=CC2=CC(=CC=C12)OC)=O (14-tert-butoxycarbonylamino-18-(6-methoxy-isoquinolin-1-yloxy)-2,15-dioxo-10-oxa-3,16-diaza-tricyclo[14.3.0.04,6]nonadec-7-ene-4-carboxylic acid ethyl ester), C(C)OC(=O)C12NC(C3CC(CN3C(C(CCCOCC=CC2C1)NC(=O)OC(C)(C)C)=O)OC1=NC=CC2=CC(=CC=C12)OC)=O (14-tert-butoxycarbonylamino-18-(6-methoxy-isoquinolin-1-yloxy)-2,15-dioxo-10-oxa-3,16-diaza-tricyclo[14.3.0.04,6]nonadec-7-ene-4-carboxylic acid ethyl ester), O (water), CO (methanol), [OH-].[Li+] (lithium hydroxide). Reported procedure: To a solution of 14-tert-butoxycarbonylamino-18-(6-methoxy-isoquinolin-1-yloxy)-2,15-dioxo-10-oxa-3,16-diaza-tricyclo[14.3.0.04,6]nonadec-7-ene-4-carboxylic acid ethyl ester (the product of step 26G, 667 mg, 1.02 mmol) in 25.7 ml of THF was added 2.9 ml of water, 11.4 ml of methanol, and powdered lithium hydroxide (489 mg, 20.4 mmol). The reaction mixture was stirred at rt for 6 h, and then concentrated in vacuo. The residue was partitioned between ethyl acetate and 20.4 ml of 1 N aq. HCl. To th... Isolated yield 70.0%. Starting materials: FC1=CC=C(CP(OC)(OC)=O)C=C1 (4-Fluorobenzylphosphonic acid, dimethyl ester), ClC1=C(CBr)C=CC=C1 (2-chlorobenzyl bromide), COP(OC)OC (trimethylphosphite). Yields the product ClC1=C(CP(OC)(OC)=O)C=CC=C1 (2-Chlorobenzylphosphonic acid, dimethyl ester). RXN SMILES: F[C:2]1[CH:14]=[CH:13][C:5]([CH2:6][P:7](=[O:12])([O:10][CH3:11])[O:8][CH3:9])=[CH:4][CH:3]=1.[Cl:15]C1C=CC=CC=1CBr.COP(OC)OC>>[Cl:15][C:13]1[CH:14]=[CH:2][CH:3]=[CH:4][C:5]=1[CH2:6][P:7](=[O:12])([O:10][CH3:11])[O:8][CH3:9]. Reported procedure: Following the procedure of Compound 11, 2-chlorobenzyl bromide is reacted with trimethylphosphite. Starting materials: Br[C@@H]1C[C@H]2[C@@H]3CCC([C@@]3(C)CC[C@@H]2[C@]2(C3[C@@H](C(C=C12)=O)C3)C)=O (6β-bromo-1,2β-methylenandrost-4-ene-3,17-dione), [N-]=[N+]=[N-].[Na+] (sodium azide). Solvent: CN(C=O)C (dimethylformamide). Product: N(=[N+]=[N-])[C@H]1C[C@H]2[C@@H]3CCC([C@@]3(C)CC[C@@H]2[C@]2(C3[C@@H](C(C=C12)=O)C3)C)=O (6α-azido-1,2β-methylenandrost-4-ene-3,17-dione). The yield is 70.1%. Reaction SMILES: Br[C@H:2]1[C:19]2[C@:14]([CH3:22])([CH:15]3[CH2:21][C@@H:16]3[C:17](=[O:20])[CH:18]=2)[C@@H:13]2[C@H:4]([C@H:5]3[C@@:9]([CH2:11][CH2:12]2)([CH3:10])[C:8](=[O:23])[CH2:7][CH2:6]3)[CH2:3]1.[N-:24]=[N+:25]=[N-:26].[Na+]>CN(C)C=O>[N:24]([C@@H:2]1[C:19]2[C@:14]([CH3:22])([CH:15]3[CH2:21][C@@H:16]3[C:17](=[O:20])[CH:18]=2)[C@@H:13]2[C@H:4]([C@H:5]3[C@@:9]([CH2:11][CH2:12]2)([CH3:10])[C:8](=[O:23])[CH2:7][CH2:6]3)[CH2:3]1)=[N+:25]=[N-:26] |f:1.2|. Procedure details: A mixture of 6β-bromo-1,2β-methylenandrost-4-ene-3,17-dione (378 mg, 1 mmol), sodium azide (66 mg, 1 mmol) and dimethylformamide (10 ml) is heated from 20° to 100° C. Then the reaction mixture is cooled, poured onto ice water and extracted with ethyl acetate. The organic layer is separated, washed with water, dried and evaporated in vacuo. Purification is achieved by column chromatography over silica gel eluting with benzene/ether to yield pure 6α-azido-1,2β-methylenandrost-4-ene-3,17-dione (238... Reactants: C(C)(C)(C)SCC1=CC=C(C=N1)CNC1=C(C=CC=2CCN(CCC21)C(C(F)(F)F)=O)Cl (6-[(6-tert-butylthiomethyl-pyridin-3-ylmethyl)-amino]-7-chloro-3-(2,2,2-trifluoroacetyl)-2,3,4,5-tetrahydro-1H-benzo[d]azepine), C([O-])([O-])=O.[K+].[K+] (potassium carbonate). The solvent is CO (methanol), O (water), CO (methanol), O (water). Run at time 12 hour. Product: C(C)(C)(C)SCC1=CC=C(C=N1)CNC1=C(C=CC=2CCNCCC21)Cl (6-[(6-tert-butylthiomethyl-pyridin-3-ylmethyl)-amino]-7-chloro-2,3,4,5-tetrahydro-1H-benzo[d]azepine). Isolated yield 99.9%. As a reaction SMILES: [C:1]([S:5][CH2:6][C:7]1[N:12]=[CH:11][C:10]([CH2:13][NH:14][C:15]2[C:25]3[CH2:24][CH2:23][N:22](C(=O)C(F)(F)F)[CH2:21][CH2:20][C:19]=3[CH:18]=[CH:17][C:16]=2[Cl:32])=[CH:9][CH:8]=1)([CH3:4])([CH3:3])[CH3:2].C(=O)([O-])[O-].[K+].[K+]>CO.O>[C:1]([S:5][CH2:6][C:7]1[N:12]=[CH:11][C:10]([CH2:13][NH:14][C:15]2[C:25]3[CH2:24][CH2:23][NH:22][CH2:21][CH2:20][C:19]=3[CH:18]=[CH:17][C:16]=2[Cl:32])=[CH:9][CH:8]=1)([CH3:4])([CH3:2])[CH3:3] |f:1.2.3|. Procedure: Dissolve 6-[(6-tert-butylthiomethyl-pyridin-3-ylmethyl)-amino]-7-chloro-3-(2,2,2-trifluoroacetyl)-2,3,4,5-tetrahydro-1H-benzo[d]azepine (4.46 g, 9.24 mmol) in methanol (20 mL). Add a solution of potassium carbonate (5.1 g, 37 mmol) in water (10 mL) and stir at room temperature for 12 h. Remove methanol in vacuo, dilute the residue with water, and extract the aqueous phase with DCM. Purify the crude mixture by SCX chromatography (20 g) eluting with methanol and a solution of NH4OH (40 mL) in meth... Starting materials: CC(=O)NC1CC(N(C)C(C)C)CCC1N1CCC(NC(=O)OCc2ccccc2)C1=O, CO. Yields the product CC(=O)NC1CC(N(C)C(C)C)CCC1N1CCC(N)C1=O. Reaction SMILES: [C:1]([CH3:2])(=[O:3])[NH:4][CH:5]1[CH:6]([N:16]2[C:17](=[O:32])[CH:18]([NH:21][C:22](=[O:23])[O:24][CH2:25][c:26]3[cH:27][cH:28][cH:29][cH:30][cH:31]3)[CH2:19][CH2:20]2)[CH2:7][CH2:8][CH:9]([N:11]([CH3:12])[CH:13]([CH3:14])[CH3:15])[CH2:10]1.[CH3:33][OH:34]>>[C:1]([CH3:2])(=[O:3])[NH:4][CH:5]1[CH:6]([N:16]2[C:17](=[O:32])[CH:18]([NH2:21])[CH2:19][CH2:20]2)[CH2:7][CH2:8][CH:9]([N:11]([CH3:12])[CH:13]([CH3:14])[CH3:15])[CH2:10]1. Starting materials: [Al+3], N#CCc1coc2ccccc12, CCOCC, Cl, [H-], [H-], [H-], [H-], [Li+], O. The product is NCCc1coc2ccccc12. RXN SMILES: [Al+3:14].[C:1](#[N:2])[CH2:3][c:4]1[c:5]2[c:6]([o:7][cH:8]1)[cH:9][cH:10][cH:11][cH:12]2.[CH3:21][CH2:22][O:23][CH2:24][CH3:25].[ClH:20].[H-:13].[H-:16].[H-:17].[H-:18].[Li+:15].[OH2:19]>>[CH2:1]([NH2:2])[CH2:3][c:4]1[c:5]2[c:6]([o:7][cH:8]1)[cH:9][cH:10][cH:11][cH:12]2.